This data is from the Open Reaction Database (ORD), a public repository of structured organic reaction records. The task is: describe an organic reaction: reactants, conditions, products, and yield Reactants: CS(=O)(=O)Cl, CO, CCOCC, CCN(C(C)C)C(C)C, ClCCl, ClCCl, Cc1cc(F)ccc1-c1nc(NCCN)nc2c1ccc(=O)n2-c1c(F)cccc1F. Product: Cc1cc(F)ccc1-c1nc(NCCNS(C)(=O)=O)nc2c1ccc(=O)n2-c1c(F)cccc1F. As a reaction SMILES: [CH3:41][S:42]([Cl:43])(=[O:44])=[O:45].[CH3:49][OH:50].[CH3:54][CH2:55][O:56][CH2:57][CH3:58].[CH:32]([N:33]([CH:34]([CH3:35])[CH3:36])[CH2:37][CH3:38])([CH3:39])[CH3:40].[Cl:46][CH2:47][Cl:48].[Cl:51][CH2:52][Cl:53].[F:1][c:2]1[c:3](-[n:9]2[c:10](=[O:31])[cH:11][cH:12][c:13]3[c:14]2[n:15][c:16]([NH:27][CH2:28][CH2:29][NH2:30])[n:17][c:18]3-[c:19]2[c:20]([CH3:26])[cH:21][c:22]([F:25])[cH:23][cH:24]2)[c:4]([F:8])[cH:5][cH:6][cH:7]1>>[F:1][c:2]1[c:3](-[n:9]2[c:10](=[O:31])[cH:11][cH:12][c:13]3[c:14]2[n:15][c:16]([NH:27][CH2:28][CH2:29][NH:30][S:42]([CH3:41])(=[O:44])=[O:45])[n:17][c:18]3-[c:19]2[c:20]([CH3:26])[cH:21][c:22]([F:25])[cH:23][cH:24]2)[c:4]([F:8])[cH:5][cH:6][cH:7]1. Starting materials: C1CCOC1, CCN(C(C)C)C(C)C, Cc1ccc(Cl)cc1N1CCNCC1, Nc1nc(Cl)c(C=O)c(Cl)n1. Yields the product Cc1ccc(Cl)cc1N1CCN(c2nc(N)nc(Cl)c2C=O)CC1. RXN SMILES: [CH2:35]1[O:36][CH2:37][CH2:38][CH2:39]1.[CH:12]([N:13]([CH2:14][CH3:15])[CH:16]([CH3:17])[CH3:18])([CH3:19])[CH3:20].[Cl:21][c:22]1[cH:23][cH:24][c:25]([CH3:34])[c:26]([N:28]2[CH2:29][CH2:30][NH:31][CH2:32][CH2:33]2)[cH:27]1.[NH2:1][c:2]1[n:3][c:4]([Cl:11])[c:5]([CH:9]=[O:10])[c:6]([Cl:8])[n:7]1>>[NH2:1][c:2]1[n:3][c:4]([Cl:11])[c:5]([CH:9]=[O:10])[c:6]([N:31]2[CH2:30][CH2:29][N:28]([c:26]3[c:25]([CH3:34])[cH:24][cH:23][c:22]([Cl:21])[cH:27]3)[CH2:33][CH2:32]2)[n:7]1. Reactants: FC(C=1C=C(C=C(C1)C(F)(F)F)C(=O)N1C[C@@H]2N(C[C@H]1CC1=CNC3=CC=CC=C13)CC(CC2)Br)(F)F (3,5-bis(trifluoromethyl)phenyl-[(3R,9aR)-7-bromo-3-(1H-indol-3-ylmethyl)-octahydropyrido[1,2-a]pyrazin-2-yl]-methanone), N1CCOCC1 (morpholine). Solvent: C(C)#N (acetonitrile). Conditions: temperature 80 celsius. Product: FC(C=1C=C(C=C(C1)C(F)(F)F)C(=O)N1C[C@@H]2N(C[C@H]1CC1=CNC3=CC=CC=C13)C[C@@H](CC2)N2CCOCC2)(F)F (3,5-bis(trifluoromethyl)phenyl-[(3R,7R,9aR)-3-(1H-indol-3-ylmethyl)-7-morpholin-4-yl-octahydropyrido[1,2-a]pyrazin-2-yl]-methanone), FC(C=1C=C(C=C(C1)C(F)(F)F)C(=O)N1C[C@@H]2N(C[C@H]1CC1=CNC3=CC=CC=C13)C[C@H](CC2)N2CCOCC2)(F)F (3,5-bis(trifluoromethyl)phenyl-[(3R,7S,9aR)-3-(1H-indol-3-ylmethyl)-7-morpholin-4-yl-octahydropyrido[1,2-a]pyrazin-2-yl]-methanone). Reaction SMILES: [F:1][C:2]([F:37])([F:36])[C:3]1[CH:4]=[C:5]([C:13]([N:15]2[C@H:20]([CH2:21][C:22]3[C:30]4[C:25](=[CH:26][CH:27]=[CH:28][CH:29]=4)[NH:24][CH:23]=3)[CH2:19][N:18]3[CH2:31][CH:32](Br)[CH2:33][CH2:34][C@@H:17]3[CH2:16]2)=[O:14])[CH:6]=[C:7]([C:9]([F:12])([F:11])[F:10])[CH:8]=1.[NH:38]1[CH2:43][CH2:42][O:41][CH2:40][CH2:39]1>C(#N)C>[F:1][C:2]([F:37])([F:36])[C:3]1[CH:4]=[C:5]([C:13]([N:15]2[C@H:20]([CH2:21][C:22]3[C:30]4[C:25](=[CH:26][CH:27]=[CH:28][CH:29]=4)[NH:24][CH:23]=3)[CH2:19][N:18]3[CH2:31][C@H:32]([N:38]4[CH2:43][CH2:42][O:41][CH2:40][CH2:39]4)[CH2:33][CH2:34][C@@H:17]3[CH2:16]2)=[O:14])[CH:6]=[C:7]([C:9]([F:12])([F:11])[F:10])[CH:8]=1.[F:1][C:2]([F:37])([F:36])[C:3]1[CH:4]=[C:5]([C:13]([N:15]2[C@H:20]([CH2:21][C:22]3[C:30]4[C:25](=[CH:26][CH:27]=[CH:28][CH:29]=4)[NH:24][CH:23]=3)[CH2:19][N:18]3[CH2:31][C@@H:32]([N:38]4[CH2:43][CH2:42][O:41][CH2:40][CH2:39]4)[CH2:33][CH2:34][C@@H:17]3[CH2:16]2)=[O:14])[CH:6]=[C:7]([C:9]([F:12])([F:11])[F:10])[CH:8]=1. Procedure details: A mixture of 3,5-bis(trifluoromethyl)phenyl-[(3R,9aR)-7-bromo-3-(1H-indol-3-ylmethyl)-octahydropyrido[1,2-a]pyrazin-2-yl]-methanone (2.94 g) and morpholine (0.92 mL) in acetonitrile (100 mL) was heated at 80° C. for 40 hours. After cooling to room temperature the mixture was concentrated in vacuo and the residue purified by flash-chromatography (SiO2, CH2Cl2/MeOH/NH4OH 980:18.75:1.25) to afford 3,5-bis(trifluoromethyl)phenyl-[(3R,7R,9aR)-3-(1H-indol-3-ylmethyl)-7-morpholin-4-yl-octahydropyrido[1... Starting materials: C(C)OC(=O)C1=NN(C(=C1)O)C1=NC=CC=C1 (5-hydroxy-1-pyridin-2-yl-1h-pyrazole-3-carboxylic acid ethyl ester), CO (MeOH), LiOH monohydrate. Run in O (Water). Conditions: time 8 hour. The product is OC1=CC(=NN1C1=NC=CC=C1)C(=O)O (5-Hydroxy-1-pyridin-2-yl-1H-pyrazole-3-carboxylic Acid). The yield is 41.6%. As a reaction SMILES: C([O:3][C:4]([C:6]1[CH:10]=[C:9]([OH:11])[N:8]([C:12]2[CH:17]=[CH:16][CH:15]=[CH:14][N:13]=2)[N:7]=1)=[O:5])C.CO>O>[OH:11][C:9]1[N:8]([C:12]2[CH:17]=[CH:16][CH:15]=[CH:14][N:13]=2)[N:7]=[C:6]([C:4]([OH:5])=[O:3])[CH:10]=1. Reported procedure: To a suspension of 5-hydroxy-1-pyridin-2-yl-1h-pyrazole-3-carboxylic acid ethyl ester (351.6 mg, 1.5 mmol) in MeOH (5.0 mL, 120 mmol) at room temperature was added LiOH monohydrate (126.5 mg, 3.0 mmol), forming a clear solution. The solution was stirred at room temperature overnight. The solution was then concentrated. To the resulting residue was added 1N aqueous HCl to achieve pH˜2, forming a precipitate. Water (4.0 mL) was added and the resulting mixture was stirred at room temperature for 1 ... The reactants are NC1=C(C=CC(=C1)Cl)S (2-amino-4-chloro-benzenethiol), BrCC1=CC(=CC=C1)[N+](=O)[O-] (1-bromomethyl-3-nitro-benzene), ClC1=CC(=C(C=C1)S(=O)(=O)Cl)F (4-chloro-2-fluoro-benzenesulfonyl chloride). The product is NC=1C=C(CSC2=C(C=C(C=C2)Cl)NS(=O)(=O)C2=C(C=C(C=C2)Cl)F)C=CC1 (N-{2-[(3-aminobenzyl)thio]-5-chlorophenyl}-4-chloro-2-fluorobenzenesulfonamide). As a reaction SMILES: [NH2:1][C:2]1[CH:7]=[C:6]([Cl:8])[CH:5]=[CH:4][C:3]=1[SH:9].Br[CH2:11][C:12]1[CH:17]=[CH:16][CH:15]=[C:14]([N+:18]([O-])=O)[CH:13]=1.[Cl:21][C:22]1[CH:27]=[CH:26][C:25]([S:28](Cl)(=[O:30])=[O:29])=[C:24]([F:32])[CH:23]=1>>[NH2:18][C:14]1[CH:13]=[C:12]([CH:17]=[CH:16][CH:15]=1)[CH2:11][S:9][C:3]1[CH:4]=[CH:5][C:6]([Cl:8])=[CH:7][C:2]=1[NH:1][S:28]([C:25]1[CH:26]=[CH:27][C:22]([Cl:21])=[CH:23][C:24]=1[F:32])(=[O:30])=[O:29]. Procedure: Following General Procedure A, B, and K, the title compound was prepared from 2-amino-4-chloro-benzenethiol, 1-bromomethyl-3-nitro-benzene, and 4-chloro-2-fluoro-benzenesulfonyl chloride. Starting materials: C(C)(C)(C)OC(=O)C1NC(C(C1C1=CC(=CC=C1)Cl)(C#N)C1=CC=C(C=C1)Cl)C1CCCCC1 (rac-(2R,3R,4R,5S)-3-(3-chloro-phenyl)-4-(4-chloro-phenyl)-4-cyano-5-cyclohexyl-pyrrolidine-2-carboxylic acid tert-butyl ester), FC(C(=O)O)(F)F (trifluoroacetic acid). Run in ClCCl (dichloromethane). The product is FC(C(=O)O)(F)F.ClC=1C=C(C=CC1)C1C(NC(C1(C#N)C1=CC=C(C=C1)Cl)C1CCCCC1)C(=O)O (rac-(2R,3R,4R,5S)-3-(3-chloro-phenyl)-4-(4-chloro-phenyl)-4-cyano-5-cyclohexyl-pyrrolidine-2-carboxylic acid trifluoroacetic acid), solid. The yield is 100.0%. Reaction SMILES: C([O:5][C:6]([CH:8]1[CH:12]([C:13]2[CH:18]=[CH:17][CH:16]=[C:15]([Cl:19])[CH:14]=2)[C:11]([C:22]2[CH:27]=[CH:26][C:25]([Cl:28])=[CH:24][CH:23]=2)([C:20]#[N:21])[CH:10]([CH:29]2[CH2:34][CH2:33][CH2:32][CH2:31][CH2:30]2)[NH:9]1)=[O:7])(C)(C)C.[F:35][C:36]([F:41])([F:40])[C:37]([OH:39])=[O:38]>ClCCl>[F:35][C:36]([F:41])([F:40])[C:37]([OH:39])=[O:38].[Cl:19][C:15]1[CH:14]=[C:13]([CH:12]2[C:11]([C:22]3[CH:27]=[CH:26][C:25]([Cl:28])=[CH:24][CH:23]=3)([C:20]#[N:21])[CH:10]([CH:29]3[CH2:34][CH2:33][CH2:32][CH2:31][CH2:30]3)[NH:9][CH:8]2[C:6]([OH:7])=[O:5])[CH:18]=[CH:17][CH:16]=1 |f:3.4|. Reported procedure: In a manner similar to the method described in Example 25a, rac-(2R,3R,4R,5S)-3-(3-chloro-phenyl)-4-(4-chloro-phenyl)-4-cyano-5-cyclohexyl-pyrrolidine-2-carboxylic acid tert-butyl ester prepared in Example 50b (0.69 g, 1.4 mmol) was reacted with trifluoroacetic acid in dichloromethane at room temperature to give rac-(2R,3R,4R,5S)-3-(3-chloro-phenyl)-4-(4-chloro-phenyl)-4-cyano-5-cyclohexyl-pyrrolidine-2-carboxylic acid trifluoroacetic acid as a off white solid (0.8 g, 100%). Reactants: N[C@@H](CC(=O)O)C(=O)[O-].[Na+] (monosodium aspartate), C1(CCC(N1)=O)=O (succinimide). Product: N[C@@H](CC(=O)O)C(=O)[O-].[Na+] (monosodium aspartate), N[C@@H](CC(=O)O)C(=O)[O-].[NH4+] (monoammonium aspartate). RXN SMILES: [NH2:1][C@H:2]([C:7]([O-:9])=[O:8])[CH2:3][C:4]([OH:6])=[O:5].[Na+:10].C1(=O)[NH:15]C(=O)CC1>>[NH2:1][C@H:2]([C:7]([O-:9])=[O:8])[CH2:3][C:4]([OH:6])=[O:5].[Na+:10].[NH2:1][C@H:2]([C:7]([O-:9])=[O:8])[CH2:3][C:4]([OH:6])=[O:5].[NH4+:15] |f:0.1,3.4,5.6|. Procedure: FIG. 9. Infrared spectrum of the 2:1 copolymer of monosodium aspartate and succinimide, produced via thermal polymerization of monosodium aspartate and monoammonium aspartate at 200° C. for 3 hours. The amide peaks in the region of 1600 cm−1 became more prominent with increasing relative amounts of monosodium aspartate monomer. The imide peak at ˜1716 cm−1 tended to become accentuated with longer reaction times, as aspartic acid residues were driven more toward the succinimide form. Again, the c...